describe an organic reaction: reactants, conditions, products, and yield From a dataset of the Open Reaction Database (ORD), a public repository of structured organic reaction records. The reactants are C(C)(C)(C)C1=CC=C(OCC(=O)O)C=C1 ((4-tert-butyl-phenoxy)-acetic acid), COC(C1=CC(=C(C=C1)O)N)=O (3-amino-4-hydroxy-benzoic acid methyl ester), C([O-])(O)=O.[Na+] (sodium bicarbonate). Run in C[Si](C)(C)OP(=O)=O (PPSE). The product is COC(C1=CC(=C(C=C1)O)NC(COC1=CC=C(C=C1)C(C)(C)C)=O)=O (3-[2-(4-tert-butyl-phenoxy)-acetyl-amino]-4-hydroxy-benzoic acid methyl ester). The yield is 102.0%. RXN SMILES: [C:1]([C:5]1[CH:15]=[CH:14][C:8]([O:9][CH2:10][C:11]([OH:13])=O)=[CH:7][CH:6]=1)([CH3:4])([CH3:3])[CH3:2].[CH3:16][O:17][C:18](=[O:27])[C:19]1[CH:24]=[CH:23][C:22]([OH:25])=[C:21]([NH2:26])[CH:20]=1.C(=O)(O)[O-].[Na+]>C[Si](OP(=O)=O)(C)C>[CH3:16][O:17][C:18](=[O:27])[C:19]1[CH:24]=[CH:23][C:22]([OH:25])=[C:21]([NH:26][C:11](=[O:13])[CH2:10][O:9][C:8]2[CH:7]=[CH:6][C:5]([C:1]([CH3:2])([CH3:3])[CH3:4])=[CH:15][CH:14]=2)[CH:20]=1 |f:2.3|. Procedure: (4-tert-butyl-phenoxy)-acetic acid (200 mg, 0.96 mmol) and 3-amino-4-hydroxy-benzoic acid methyl ester (240.7 mg, 1.44 mmol) were dissolved in PPSE (3 mL), and reacted for 2.5 h at 140° C. After saturated sodium bicarbonate aqueous solution was added, organic phase was washed with 10% HCl and brine. The organic phase was dried (MgSO4 anh), and concentrated. The residue was purified by silica gel column chromatography (n-Hexane:Ethyl acetate:MeOH=15:3:1) to give 3-[2-(4-tert-butyl-phenoxy)-acetyl... Reactants: FC1=CC=C(C=C1)\C=C(\C(=O)O)/C(C(=O)O)C (2-[1-(4-fluoro-phenyl)-meth-(E)-ylidene]-3-methyl succinic acid), O (water). The solvent is FC(S(=O)(=O)O)(F)F (trifluoromethanesulfonic acid). Yields the product FC=1C=C2C(=C(C(=CC2=CC1)C(=O)O)C)O (6-fluoro-4-hydroxy-3-methyl-naphthalene-2-carboxylic acid). Isolated yield 100.0%. Reaction SMILES: [F:1][C:2]1[CH:7]=[CH:6][C:5](/[CH:8]=[C:9](\[CH:13]([CH3:17])[C:14]([OH:16])=O)/[C:10]([OH:12])=[O:11])=[CH:4][CH:3]=1.O>FC(F)(F)S(O)(=O)=O>[F:1][C:2]1[CH:3]=[C:4]2[C:5](=[CH:6][CH:7]=1)[CH:8]=[C:9]([C:10]([OH:12])=[O:11])[C:13]([CH3:17])=[C:14]2[OH:16]. Reported procedure: A solution of 2-[1-(4-fluoro-phenyl)-meth-(E)-ylidene]-3-methyl succinic acid (28 g, 119 mmol) in trifluoromethanesulfonic acid (140 mL) was stirred at room temperature for 16 h. The resulting mixture was carefully poured into ice cooled water with continuous stirring to obtain a solid precipitate, which was filtered, washed with water and dried in vacuo to yield 6-fluoro-4-hydroxy-3-methyl-naphthalene-2-carboxylic acid (28g, >100% crude) as yellow solid. This crude product was used in the next ...